This data is from the Open Reaction Database (ORD), a public repository of structured organic reaction records. The task is: describe an organic reaction: reactants, conditions, products, and yield Reactants: [BH4-], CC12CCC3C(CC=C4NC(=O)CCC43C)C1CCC2=O, CCO, CCOC(C)=O, NC1CC1, ClC(Cl)Cl, [Na+]. Product: CC12CCC(=O)NC1=CCC1C2CCC2(C)C(NC3CC3)CCC12. RXN SMILES: [BH4-:26].[CH3:1][C:2]12[C:3](=[O:21])[CH2:4][CH2:5][CH:6]1[CH:7]1[CH2:8][CH:9]=[C:10]3[NH:11][C:12](=[O:20])[CH2:13][CH2:14][C:15]3([CH3:16])[CH:17]1[CH2:18][CH2:19]2.[CH3:32][CH2:33][OH:34].[CH3:35][CH2:36][O:37][C:38]([CH3:39])=[O:40].[CH:22]1([NH2:25])[CH2:23][CH2:24]1.[CH:28]([Cl:29])([Cl:30])[Cl:31].[Na+:27]>>[CH3:1][C:2]12[CH:3]([NH:25][CH:22]3[CH2:23][CH2:24]3)[CH2:4][CH2:5][CH:6]1[CH:7]1[CH2:8][CH:9]=[C:10]3[NH:11][C:12](=[O:20])[CH2:13][CH2:14][C:15]3([CH3:16])[CH:17]1[CH2:18][CH2:19]2. Reactants: BrC1=CC=C(C=C1)C (4-bromotoluene), BrC1=CC=C(C=C1)C (4-bromotoluene), C(C)(=O)OCC (ethyl acetate), N1C=CC2=CC=CC=C12 (indole). The reagents and catalysts are [Cu-]=O (copper(I) oxide), [Cu-]=O (copper(I) oxide). The solvent is N1=CC=CC=C1 (pyridine). Yields the product CC1=CC=C(C=C1)N1C=CC2=CC=CC(=C12)C(=O)OC (1-(4-Methylphenyl)-1H-indole-7-carboxylic acid, methyl ester). As a reaction SMILES: [NH:1]1[C:9]2[C:4](=[CH:5][CH:6]=[CH:7][CH:8]=2)[CH:3]=[CH:2]1.Br[C:11]1[CH:16]=[CH:15][C:14]([CH3:17])=[CH:13][CH:12]=1.[C:18]([O:21][CH2:22]C)(=[O:20])C>N1C=CC=CC=1.[Cu-]=O>[CH3:17][C:14]1[CH:15]=[CH:16][C:11]([N:1]2[C:9]3[C:4](=[CH:5][CH:6]=[CH:7][C:8]=3[C:18]([O:21][CH3:22])=[O:20])[CH:3]=[CH:2]2)=[CH:12][CH:13]=1. Procedure: The title C indole (1.001 g, 5.713 mmol, 1.0 eq.) was dissolved in pyridine (11.4 ml, 0.5M) and treated with 4-bromotoluene (1.76 ml, 22.85 mmol, 4 eq.) and copper(I) oxide (1.635 g, 11.43 mmol, 2.0 eq.). The mixture was heated in a bath maintained at 130°±5° C. for a total of nine hours. During this period, at 3, 5.5 and 7.5 hours, additional 4-bromotoluene (0.44 ml, 5.71 mmol, 1 eq.) and copper(I) oxide (409 mg, 2.85 mmol, 0.5 eq.) were added. After cooling, the mixture was diluted with ethyl ... The reactants are CN1CCNCC1, CCO, Cc1ccc(-c2nc(Cl)cc(Cl)n2)cc1. Product: Cc1ccc(-c2nc(Cl)cc(N3CCN(C)CC3)n2)cc1. Reaction SMILES: [CH3:16][N:17]1[CH2:18][CH2:19][NH:20][CH2:21][CH2:22]1.[CH3:23][CH2:24][OH:25].[Cl:1][c:2]1[n:3][c:4](-[c:9]2[cH:10][cH:11][c:12]([CH3:15])[cH:13][cH:14]2)[n:5][c:6]([Cl:8])[cH:7]1>>[c:2]1([N:20]2[CH2:19][CH2:18][N:17]([CH3:16])[CH2:22][CH2:21]2)[n:3][c:4](-[c:9]2[cH:10][cH:11][c:12]([CH3:15])[cH:13][cH:14]2)[n:5][c:6]([Cl:8])[cH:7]1.